Dataset: the Open Reaction Database (ORD), a public repository of structured organic reaction records. Task: describe an organic reaction: reactants, conditions, products, and yield The reactants are FC1=C(C(=C(C=C1OC)OC)F)C1=NC=C2C(=N1)NN=C2I (6-(2,6-difluoro-3,5-dimethoxyphenyl)-3-iodo-1H-pyrazolo[3,4-d]pyrimidine), CN1CCC(CC1)N1C(C2=CC=C(C=C2C1)B1OC(C(O1)(C)C)(C)C)=O (2-(1-methylpiperidin-4-yl)-5-(4,4,5,5-tetramethyl-1,3,2-dioxaborolan-2-yl)isoindolin-1-one). Product: FC1=C(C(=C(C=C1OC)OC)F)C1=NC=C2C(=N1)NN=C2C=2C=C1CN(C(C1=CC2)=O)C2CCN(CC2)C (5-[6-(2,6-Difluoro-3,5-dimethoxyphenyl)-1H-pyrazolo[3,4-d]pyrimidin-3-yl]-2-(1-methylpiperidin-4-yl)isoindolin-1-one). Reaction SMILES: [F:1][C:2]1[C:7]([O:8][CH3:9])=[CH:6][C:5]([O:10][CH3:11])=[C:4]([F:12])[C:3]=1[C:13]1[N:18]=[C:17]2[NH:19][N:20]=[C:21](I)[C:16]2=[CH:15][N:14]=1.[CH3:23][N:24]1[CH2:29][CH2:28][CH:27]([N:30]2[CH2:38][C:37]3[C:32](=[CH:33][CH:34]=[C:35](B4OC(C)(C)C(C)(C)O4)[CH:36]=3)[C:31]2=[O:48])[CH2:26][CH2:25]1>>[F:1][C:2]1[C:7]([O:8][CH3:9])=[CH:6][C:5]([O:10][CH3:11])=[C:4]([F:12])[C:3]=1[C:13]1[N:18]=[C:17]2[NH:19][N:20]=[C:21]([C:35]3[CH:36]=[C:37]4[C:32](=[CH:33][CH:34]=3)[C:31](=[O:48])[N:30]([CH:27]3[CH2:28][CH2:29][N:24]([CH3:23])[CH2:25][CH2:26]3)[CH2:38]4)[C:16]2=[CH:15][N:14]=1. Reported procedure: This compound was prepared by using procedures analogous to those described for the synthesis of Example 4, Step 2 starting from 6-(2,6-difluoro-3,5-dimethoxyphenyl)-3-iodo-1H-pyrazolo[3,4-d]pyrimidine and 2-(1-methylpiperidin-4-yl)-5-(4,4,5,5-tetramethyl-1,3,2-dioxaborolan-2-yl)isoindolin-1-one. LCMS (M+H)+=521.1. 1H NMR (300 MHz, DMSO-d6) δ: 14.57 (s, 1H), 9.86 (s, 1H), 8.39 (s, 1H), 8.27 (d, J=8.0 Hz, 1H), 7.82 (d, J=8.0 Hz, 1H), 7.18 (t, J=8.2 Hz, 1H), 4.58 (s, 2H), 3.94 (s, 6H), 2.92-2.84 (... RXN SMILES: C(O[C:9]([N:11]1[CH2:16][CH2:15][CH:14]([CH2:17][NH:18][C:19]2[C:24]([F:25])=[CH:23][CH:22]=[CH:21][N:20]=2)[CH2:13][CH2:12]1)=[O:10])C1C=CC=CC=1.[CH2:26](Cl)[CH2:27]Cl.[CH:30]1[CH:31]=[CH:32][C:33]2N(O)N=N[C:34]=2[CH:35]=1.[CH3:40]N(C=O)C>>[F:25][C:24]1[C:19]([NH:18][CH2:17][CH:14]2[CH2:13][CH2:12][N:11]([C:9]([C@@H:27]3[CH2:26][C@H:40]3[C:34]3[CH:33]=[CH:32][CH:31]=[CH:30][CH:35]=3)=[O:10])[CH2:16][CH2:15]2)=[N:20][CH:21]=[CH:22][CH:23]=1. Product: FC=1C(=NC=CC1)NCC1CCN(CC1)C(=O)[C@H]1[C@@H](C1)C1=CC=CC=C1 ([R,R]{4-[(3-Fluoro-pyridin-2-ylamino)-methyl]-piperidin-1-yl}-(2-phenyl-cyclopropyl)-methanone). Reactants: C(C1=CC=CC=C1)OC(=O)N1CCC(CC1)CNC1=NC=CC=C1F (4-[(3-fluoro-pyridin-2-ylamino)-methyl]-piperidine-1-carboxylic acid benzyl ester), [R,R] trans-2-phenyl-1-cyclopropanecarboxylic acid, CN(C)C=O (DMF), C(CCl)Cl (EDC), C=1C=CC2=C(C1)N=NN2O (HOBt). Procedure details: Prepared from 4-[(3-fluoro-pyridin-2-ylamino)-methyl]-piperidine-1-carboxylic acid benzyl ester by hydrogenolysis of the benzyloxycarbonyl group followed by EDC, HOBt coupling with [R,R] trans-2-phenyl-1-cyclopropanecarboxylic acid in DMF in the usual manner such as described previously in EXAMPLE 143 above: The reactants are ClC1=NC=C(C(=C1)Cl)C#N (2,4-dichloro-5-cyanopyridine), C(N)(OC(C)(C)C)=O (tert-butyl carbamate), CC1(C2=C(C(=CC=C2)P(C3=CC=CC=C3)C4=CC=CC=C4)OC5=C(C=CC=C51)P(C6=CC=CC=C6)C7=CC=CC=C7)C (Xantphos), C(=O)([O-])[O-].[K+].[K+] (K2CO3). Reagents/catalysts: CC(=O)[O-].CC(=O)[O-].[Pd+2] (Pd(OAc)2). Run in C1CCOC1 (THF). Conditions: temperature 70 celsius. Yields the product C(C)(C)(C)OC(NC1=NC=C(C(=C1)Cl)C#N)=O (tert-butyl(4-chloro-5-cyanopyridin-2-yl)carbamate). Reaction SMILES: Cl[C:2]1[CH:7]=[C:6]([Cl:8])[C:5]([C:9]#[N:10])=[CH:4][N:3]=1.[C:11](=[O:18])([O:13][C:14]([CH3:17])([CH3:16])[CH3:15])[NH2:12].CC1(C)C2C(=C(P(C3C=CC=CC=3)C3C=CC=CC=3)C=CC=2)OC2C(P(C3C=CC=CC=3)C3C=CC=CC=3)=CC=CC1=2.C([O-])([O-])=O.[K+].[K+]>C1COCC1.CC([O-])=O.CC([O-])=O.[Pd+2]>[C:14]([O:13][C:11](=[O:18])[NH:12][C:2]1[CH:7]=[C:6]([Cl:8])[C:5]([C:9]#[N:10])=[CH:4][N:3]=1)([CH3:17])([CH3:16])[CH3:15] |f:3.4.5,7.8.9|. Procedure details: A mixture of 2,4-dichloro-5-cyanopyridine (10g, 57.8 mmol), tert-butyl carbamate (8.2 g, 70.5 mmol), Pd(OAc)2 (0.26 g, 1.1 mmol), Xantphos (1.34 g, 2.3 mmol) and K2CO3 (12 g, 87 mmol) in THF (150 ml) was degassed 3× with nitrogen. The mixture was then heated at 70° C. for 4-5 h and monitored by chromatography until complete conversion. Following completion of the reaction, additional THF (100 ml) was added and heated the mixture at 70° C. for additional 1 h and then cooled to room temperature. T... Reactants: FC1=C(N)C=CC(=C1)I (2-fluoro-4-iodoaniline), CC=1C=CC(=CC1)S(=O)(=O)O.O (TsOH·H2O), C(C(=O)C)CC(C)=O (acetonylacetone), N1C=CC=C1 (pyrrole). The solvent is C1(=CC=CC=C1)C (toluene), hexanes. The product is FC1=C(C=CC(=C1)I)N1C(=CC=C1C)C (1-(2-Fluoro-4-iodo-phenyl)-2,5-dimethyl-1H-pyrrole). Reaction SMILES: [F:1][C:2]1[CH:8]=[C:7]([I:9])[CH:6]=[CH:5][C:3]=1[NH2:4].C[C:11]1[CH:12]=[CH:13][C:14](S(O)(=O)=O)=[CH:15][CH:16]=1.O.C(CC(=O)C)C(C)=O.N1C=CC=C1>C1(C)C=CC=CC=1>[F:1][C:2]1[CH:8]=[C:7]([I:9])[CH:6]=[CH:5][C:3]=1[N:4]1[C:15]([CH3:14])=[CH:16][CH:11]=[C:12]1[CH3:13] |f:1.2|. Procedure: A 500 mL round bottom flask was charged with 2-fluoro-4-iodoaniline (53.3 g, 220 mmol), toluene (250 mL), TsOH·H2O (0.43 g, 2.3 mmol, 1 mol %), and acetonylacetone (30.8 g, 270 mmol, 1.2 eq). The solution was warmed to reflux under Dean-Stark conditions for 1 h, at which point GC/MS and TLC analysis indicate complete conversion to the pyrrole. The solution is cooled to room temperature, washed with aqueous NaHCO3, dried over MgSO4, filtered, and concentrated to provide a dark brown oil which cry... The reactants are CC(=O)C(Br)c1ccccc1, Sc1ccc(Cl)cc1, O, c1ccncc1. The product is CC(=O)C(Sc1ccc(Cl)cc1)c1ccccc1. RXN SMILES: [Br:15][CH:16]([C:17]([CH3:18])=[O:19])[c:20]1[cH:21][cH:22][cH:23][cH:24][cH:25]1.[Cl:1][c:2]1[cH:3][cH:4][c:5]([SH:8])[cH:6][cH:7]1.[OH2:26].[cH:9]1[cH:10][cH:11][n:12][cH:13][cH:14]1>>[Cl:1][c:2]1[cH:3][cH:4][c:5]([S:8][CH:16]([C:17]([CH3:18])=[O:19])[c:20]2[cH:21][cH:22][cH:23][cH:24][cH:25]2)[cH:6][cH:7]1. Reactants: O=C([O-])[O-], CCOC(C)=O, COc1ccc(SC2CC3CCC(C2)N3C)cc1, CCCCCC, O=C(Cl)OCC(Cl)(Cl)Cl, [K+], [K+], c1ccccc1. The product is COc1ccc(SC2CC3CCC(C2)N3C(=O)OCC(Cl)(Cl)Cl)cc1. Reaction SMILES: [C:19](=[O:20])([O-:21])[O-:22].[C:40]([O:41][CH2:42][CH3:43])(=[O:44])[CH3:45].[CH3:1][N:2]1[CH:3]2[CH2:4][CH:5]([S:10][c:11]3[cH:12][cH:13][c:14]([O:17][CH3:18])[cH:15][cH:16]3)[CH2:6][CH:7]1[CH2:8][CH2:9]2.[CH3:34][CH2:35][CH2:36][CH2:37][CH2:38][CH3:39].[Cl:25][C:26]([CH2:27][O:28][C:29](=[O:30])[Cl:31])([Cl:32])[Cl:33].[K+:23].[K+:24].[cH:46]1[cH:47][cH:48][cH:49][cH:50][cH:51]1>>[N:2]1([C:29]([O:28][CH2:27][C:26]([Cl:25])([Cl:32])[Cl:33])=[O:30])[CH:3]2[CH2:4][CH:5]([S:10][c:11]3[cH:12][cH:13][c:14]([O:17][CH3:18])[cH:15][cH:16]3)[CH2:6][CH:7]1[CH2:8][CH2:9]2. The reactants are C1(=CC=CC=C1)P(C1=CC=CC=C1)C1=CC=CC=C1 (triphenylphosphine), BrC1=C(C=C(C=C1)[N+](=O)[O-])C (2Bromo-5-nitrotoluene), C(=C)[Sn](CCCC)(CCCC)CCCC (vinyltributyl tin). The reagents and catalysts are C(C1=CC=CC=C1)=CC(=O)C=CC1=CC=CC=C1.[Pd] (Palladium dibenzylidene acetone). Solvent: C1(=CC=CC=C1)C (toluene). Yields the product CC1=C(C=C)C=CC(=C1)[N+](=O)[O-] (2-methyl-4-nitrostyrene). Yield: 98.0%. RXN SMILES: Br[C:2]1[CH:7]=[CH:6][C:5]([N+:8]([O-:10])=[O:9])=[CH:4][C:3]=1[CH3:11].[CH:12]([Sn](CCCC)(CCCC)CCCC)=[CH2:13].C1(P(C2C=CC=CC=2)C2C=CC=CC=2)C=CC=CC=1>C1(C)C=CC=CC=1.C(=CC(C=CC1C=CC=CC=1)=O)C1C=CC=CC=1.[Pd]>[CH3:11][C:3]1[CH:4]=[C:5]([N+:8]([O-:10])=[O:9])[CH:6]=[CH:7][C:2]=1[CH:12]=[CH2:13] |f:4.5|. Reported procedure: 2Bromo-5-nitrotoluene (1.0 g, 4.54 mmol) and vinyltributyl tin (1.59 g, 4.99 mmol) were dissolved in toluene (25 mL) under argon. Palladium dibenzylidene acetone (4.15 g, 0.455 mmol) and triphenylphosphine (488 mg, 1.86 mmol) was added and the reaction refluxed overnight. The solvent was evaporated and the residue dissolved in 200 mL of methylene chloride and washed with 10% ammonium hydroxide, water, and brine. The organic layer was dried over magnesium sulfate, filtered and concentrated. The c...